From a dataset of the Open Reaction Database (ORD), a public repository of structured organic reaction records. describe an organic reaction: reactants, conditions, products, and yield Reactants: CC(=O)O, Cl[Cu], Cl, O=N[O-], CC1=C(C#N)C(c2ccc(C#N)cc2)n2nc(N)nc2N1c1cccc(C(F)(F)F)c1, [Na+], O=S=O, O. The product is CC1=C(C#N)C(c2ccc(C#N)cc2)n2nc(S(=O)(=O)Cl)nc2N1c1cccc(C(F)(F)F)c1. Reaction SMILES: [CH3:40][C:41](=[O:42])[OH:43].[Cl:45][Cu:46].[ClH:39].[N:32]([O-:33])=[O:34].[NH2:1][c:2]1[n:3][n:4]2[c:5]([n:31]1)[N:6]([c:21]1[cH:22][c:23]([C:27]([F:28])([F:29])[F:30])[cH:24][cH:25][cH:26]1)[C:7]([CH3:20])=[C:8]([C:18]#[N:19])[CH:9]2[c:10]1[cH:11][cH:12][c:13]([C:16]#[N:17])[cH:14][cH:15]1.[Na+:35].[O:36]=[S:37]=[O:38].[OH2:44]>>[c:2]1([S:37](=[O:36])(=[O:38])[Cl:39])[n:3][n:4]2[c:5]([n:31]1)[N:6]([c:21]1[cH:22][c:23]([C:27]([F:28])([F:29])[F:30])[cH:24][cH:25][cH:26]1)[C:7]([CH3:20])=[C:8]([C:18]#[N:19])[CH:9]2[c:10]1[cH:11][cH:12][c:13]([C:16]#[N:17])[cH:14][cH:15]1. Starting materials: [H]C(/C=C/C1=CC=CC=C1)=O, CC(C(O)=O)C(SCC)=O. Reagents/catalysts: CN(C)c1ccncc1, 4Å Molecular Sieve, C1CNCCC1. Solvent: CC#N. Reaction conditions: temperature 25 celsius, time 24 hour. Product: C/C(C(SCC)=O)=C\C=C\C1=CC=CC=C1. The yield is 60.0%.